From a dataset of the Open Reaction Database (ORD), a public repository of structured organic reaction records. describe an organic reaction: reactants, conditions, products, and yield Reactants: [OH-].[Na+] (sodium hydroxide), BrC1=CC=C(C=C1)C1=C2C(=NC(=C1[C@@H](C(=O)OC)OC(C)(C)C)C)SC1=C2CCCC1 ((S)-methyl 2-(4-(4-bromophenyl)-2-methyl-5,6,7,8-tetrahydrobenzo[4,5]thieno[2,3-b]pyridin-3-yl)-2-(tert-butoxy)acetate), tetrahydrofuran industrial methylated spirit. Conditions: temperature 60 celsius. Product: BrC1=CC=C(C=C1)C1=C2C(=NC(=C1[C@@H](C(=O)O)OC(C)(C)C)C)SC1=C2CCCC1 ((S)-2-(4-(4-bromophenyl)-2-methyl-5,6,7,8-tetrahydrobenzo[4,5]thieno[2,3-b]pyridin-3-yl)-2-(tert-butoxy)acetic acid). The yield is 34.5%. Reaction SMILES: [OH-].[Na+].[Br:3][C:4]1[CH:9]=[CH:8][C:7]([C:10]2[C:15]([C@H:16]([O:21][C:22]([CH3:25])([CH3:24])[CH3:23])[C:17]([O:19]C)=[O:18])=[C:14]([CH3:26])[N:13]=[C:12]3[S:27][C:28]4[CH2:33][CH2:32][CH2:31][CH2:30][C:29]=4[C:11]=23)=[CH:6][CH:5]=1>>[Br:3][C:4]1[CH:5]=[CH:6][C:7]([C:10]2[C:15]([C@H:16]([O:21][C:22]([CH3:24])([CH3:23])[CH3:25])[C:17]([OH:19])=[O:18])=[C:14]([CH3:26])[N:13]=[C:12]3[S:27][C:28]4[CH2:33][CH2:32][CH2:31][CH2:30][C:29]=4[C:11]=23)=[CH:8][CH:9]=1 |f:0.1|. Procedure details: 1 M Aqueous sodium hydroxide solution (1.6 mL, 1.6 mmol) was added to a solution of (S)-methyl 2-(4-(4-bromophenyl)-2-methyl-5,6,7,8-tetrahydrobenzo[4,5]thieno[2,3-b]pyridin-3-yl)-2-(tert-butoxy)acetate (83 mg, 0.16 mmol) in 1:1 tetrahydrofuran/industrial methylated spirit (4 mL) at room temperature. The resulting mixture was heated to 60° C. and stirred at 60° C. 2 hours. The resulting solution was concentrated in vacuo and the residue was dissolved in water (10 mL). The aqueous solution was ad...